From a dataset of the Open Reaction Database (ORD), a public repository of structured organic reaction records. describe an organic reaction: reactants, conditions, products, and yield Reactants: OC1=CC=NN1C1=NC=CC(=C1)C#N (2-(5-hydroxy-1H-pyrazol-1-yl)pyridine-4-carbonitrile), ClC=1C=C(C=CC1C)CO ((3-chloro-4-methylphenyl)methanol). The product is ClC=1C=C(C=CC1C)COC1=CC=NN1C1=NC=CC(=C1)C#N (2-[5-[(3-chloro-4-methylphenyl)methoxy]pyrazol-1-yl]pyridine-4-carbonitrile). RXN SMILES: [OH:1][C:2]1[N:6]([C:7]2[CH:12]=[C:11]([C:13]#[N:14])[CH:10]=[CH:9][N:8]=2)[N:5]=[CH:4][CH:3]=1.[Cl:15][C:16]1[CH:17]=[C:18]([CH2:23]O)[CH:19]=[CH:20][C:21]=1[CH3:22]>>[Cl:15][C:16]1[CH:17]=[C:18]([CH2:23][O:1][C:2]2[N:6]([C:7]3[CH:12]=[C:11]([C:13]#[N:14])[CH:10]=[CH:9][N:8]=3)[N:5]=[CH:4][CH:3]=2)[CH:19]=[CH:20][C:21]=1[CH3:22]. Procedure details: The title compound was prepared from 2-(5-hydroxy-1H-pyrazol-1-yl)pyridine-4-carbonitrile and (3-chloro-4-methylphenyl)methanol according to the procedure for the preparation of Example 39, part C. 1H NMR (400 MHz, CDCl3): δ 2.38 (3H, s), 5.18 (2H, s), 5.73 (1H, d, J=1.6 Hz), 7.19-7.25 (2H, m), 7.41 (1H, dd, J=1.2, 4.8 Hz), 7.44 (1H, s), 7.57 (1H, d, J=1.6 Hz), 8.03 (1H, s), 8.71 (1H, d, J=5.2 Hz). [M+H] Calc'd for C17H13ClN4O, 325. Found, 325. Starting materials: CCO, CC(=O)O, Cc1nc(CCN)n[nH]1, CCOC(=O)Cl, Cl, Cl, [Na+], [OH-], O, S=C=S. The product is Cc1nc2n(n1)C(=S)NCC2. RXN SMILES: [CH3:24][CH2:25][OH:26].[CH3:27][C:28](=[O:29])[OH:30].[CH3:3][c:4]1[n:5][c:6]([CH2:9][CH2:10][NH2:11])[n:7][nH:8]1.[Cl:17][C:18]([O:19][CH2:20][CH3:21])=[O:22].[ClH:1].[ClH:2].[Na+:13].[OH-:12].[OH2:23].[S:14]=[C:15]=[S:16]>>[CH3:3][c:4]1[n:5][c:6]2[n:7]([n:8]1)[C:15](=[S:14])[NH:11][CH2:10][CH2:9]2. Product: NC1=C(NC2=CC(=CC=C12)Cl)C(=O)C1=NC=CC(=C1)OC (3-Amino-6-chloro-2-(4-methoxypyridine-2-carbonyl)indole). Reactants: NC1=C(N(C2=CC(=CC=C12)Cl)C(=O)OCC)C(=O)C1=NC=CC(=C1)OC (3-amino-6-chloro-1-(ethoxycarbonyl)-2-(4-methoxypyridine-2-carbonyl)indole). Solvent: C(C)(=O)OCC (ethyl acetate). Procedure: The title compound was prepared according to the procedure described in step 3 of Example 1 from 3-amino-6-chloro-1-(ethoxycarbonyl)-2-(4-methoxypyridine-2-carbonyl)indole (step 1). m.p.: 195-196° C. (ethyl acetate) Reaction SMILES: [NH2:1][C:2]1[C:10]2[C:5](=[CH:6][C:7]([Cl:11])=[CH:8][CH:9]=2)[N:4](C(OCC)=O)[C:3]=1[C:17]([C:19]1[CH:24]=[C:23]([O:25][CH3:26])[CH:22]=[CH:21][N:20]=1)=[O:18]>C(OCC)(=O)C>[NH2:1][C:2]1[C:10]2[C:5](=[CH:6][C:7]([Cl:11])=[CH:8][CH:9]=2)[NH:4][C:3]=1[C:17]([C:19]1[CH:24]=[C:23]([O:25][CH3:26])[CH:22]=[CH:21][N:20]=1)=[O:18]. Reactants: ClC1=NC=C(C(=O)O)C=C1 (6-chloronicotinic acid), N1(C=NC=C1)C(CCN)C (3-(1H-imidazol-1-yl)butanamine). The product is ClC1=CC=C(C=N1)C(=O)NCCC(C)N1C=NC=C1 (6-Chloro-N-[3-(1H-imidazol-1-yl)butyl]-3-pyridinecarboxamide). As a reaction SMILES: [Cl:1][C:2]1[CH:10]=[CH:9][C:5]([C:6]([OH:8])=O)=[CH:4][N:3]=1.[N:11]1([CH:16]([CH3:20])[CH2:17][CH2:18][NH2:19])[CH:15]=[CH:14][N:13]=[CH:12]1>>[Cl:1][C:2]1[N:3]=[CH:4][C:5]([C:6]([NH:19][CH2:18][CH2:17][CH:16]([N:11]2[CH:15]=[CH:14][N:13]=[CH:12]2)[CH3:20])=[O:8])=[CH:9][CH:10]=1. Procedure: When 6-chloronicotinic acid was reacted with 3-(1H-imidazol-1-yl)butanamine by the procedure of Example 20 the desired compound was obtained, mp 137°-139° C. The reactants are FC1=C(C=C(C=C1)C(C(=O)N(C)OC)(C)C)OC (2-(4-fluoro-3-methoxyphenyl)-N-methoxy-N,2-dimethylpropanamide), ethereal solution, [Li]C (MeLi). The solvent is C1CCOC1 (THF). Conditions: time 16 hour. The product is FC1=C(C=C(C=C1)C(C(C)=O)(C)C)OC (3-(4-fluoro-3-methoxyphenyl)-3-methylbutan-2-one), oil. The yield is 91.0%. As a reaction SMILES: [F:1][C:2]1[CH:7]=[CH:6][C:5]([C:8]([CH3:16])([CH3:15])[C:9](N(OC)C)=[O:10])=[CH:4][C:3]=1[O:17][CH3:18].[Li][CH3:20]>C1COCC1>[F:1][C:2]1[CH:7]=[CH:6][C:5]([C:8]([CH3:15])([CH3:16])[C:9](=[O:10])[CH3:20])=[CH:4][C:3]=1[O:17][CH3:18]. Reported procedure: To a solution of 2-(4-fluoro-3-methoxyphenyl)-N-methoxy-N,2-dimethylpropanamide (123 g, 0.48 mol) in THF (1 L)-78° C. was added 3M ethereal solution of MeLi (210 mL, 0.627 mol). The resulting solution was warmed to ambient temperature and stirred 16 h. The reaction mixture was quenched with 3N HCl (400 mL) and extracted with EtOAc (600 mL×2). The combined extracts were washed with satd NaHCO3 (1.0 L) and brine (1.0 L), then dried over MgSO4 and concentrated at reduced pressure to give 3-(4-fluor...